This data is from the Open Reaction Database (ORD), a public repository of structured organic reaction records. The task is: describe an organic reaction: reactants, conditions, products, and yield Starting materials: ClC1=NC=NC(=C1)Cl (4,6-dichloropyrimidine), N1CCNCC1 (piperazine). Solvent: C(C)#N (acetonitrile), C(C)#N (acetonitrile). Conditions: temperature 2.5 celsius, time 2 hour. The product is Cl.ClC1=CC(=NC=N1)N1CCNCC1 (6-Chloro-4-(1-piperazinyl)pyrimidine hydrochloride). Reaction SMILES: [Cl:1][C:2]1[CH:7]=[C:6]([Cl:8])[N:5]=[CH:4][N:3]=1.[NH:9]1[CH2:14][CH2:13][NH:12][CH2:11][CH2:10]1>C(#N)C>[ClH:1].[Cl:8][C:6]1[N:5]=[CH:4][N:3]=[C:2]([N:9]2[CH2:14][CH2:13][NH:12][CH2:11][CH2:10]2)[CH:7]=1 |f:3.4|. Procedure details: A solution of 14.8 g of 4,6-dichloropyrimidine in 100 ml of acetonitrile is cooled to 0-5° C., a solution of 20 g of anhydrous piperazine in 200 ml of acetonitrile is added over 30 minutes and the mixture is left with stirring at 0-5° C. for 2 hours. It is concentrated under vacuum, the residue is taken up with 100 ml of 2N NaOH and extracted with ether, the organic phase is dried over Na2SO4 and the solvent is evaporated under vacuum. The hydrochloride is formed, giving 15 g of the expected pro... Reactants: [H-].[Na+] (NaH), CN1CCC(CC1)O (1-methylpiperidin-4-ol), FC1=C(C=C(C=C1)S(=O)(=O)N)[N+](=O)[O-] (4-fluoro-3-nitrobenzenesulfonamide). Run in O1CCCC1 (tetrahydrofuran), O1CCCC1 (tetrahydrofuran). Reaction conditions: time 15 minute. The product is CN1CCC(CC1)OC1=C(C=C(C=C1)S(=O)(=O)N)[N+](=O)[O-] (4-(1-methylpiperidin-4-yloxy)-3-nitrobenzenesulfonamide). RXN SMILES: [CH3:1][N:2]1[CH2:7][CH2:6][CH:5]([OH:8])[CH2:4][CH2:3]1.[H-].[Na+].F[C:12]1[CH:17]=[CH:16][C:15]([S:18]([NH2:21])(=[O:20])=[O:19])=[CH:14][C:13]=1[N+:22]([O-:24])=[O:23]>O1CCCC1>[CH3:1][N:2]1[CH2:7][CH2:6][CH:5]([O:8][C:12]2[CH:17]=[CH:16][C:15]([S:18]([NH2:21])(=[O:20])=[O:19])=[CH:14][C:13]=2[N+:22]([O-:24])=[O:23])[CH2:4][CH2:3]1 |f:1.2|. Procedure details: To a mixture of 1-methylpiperidin-4-ol (0.542 g) in tetrahydrofuran (10 mL) at 0° C. was added NaH (60% in mineral oil) (0.753 g). After stirring for 15 minutes, 4-fluoro-3-nitrobenzenesulfonamide (1.036 g) was added as a solution in tetrahydrofuran (10 mL). The reaction was removed from the ice bath and allowed to warm to room temperature. After 1 hour, the reaction was poured into water and the pH adjusted to −7 with 1N aqueous HCl. Starting materials: FC1=CC=C(C=C1)[C@]1(CCN(C(O1)=O)[C@@H](C)C1=CC=C(C(=O)OC)C=C1)CCCO (Methyl 4-((S)-1-((R)-6-(4-fluorophenyl)-6-(3-hydroxypropyl)-2-oxo-1,3-oxazinan-3-yl)ethyl)benzoate), [H-].[H-].[H-].[H-].[Li+].[Al+3] (LiAlH4). Solvent: C1CCOC1 (THF). Conditions: temperature 0 celsius, time 10 minute. The product is FC1=CC=C(C=C1)[C@]1(CCN(C(O1)=O)[C@@H](C)C1=CC=C(C=C1)CO)CCCO ((R)-6-(4-fluorophenyl)-3-((S)-1-(4-(hydroxymethyl)phenyl)ethyl)-6-(3-hydroxypropyl)-1,3-oxazinan-2-one). The yield is 32.3%. As a reaction SMILES: [F:1][C:2]1[CH:7]=[CH:6][C:5]([C@:8]2([CH2:27][CH2:28][CH2:29][OH:30])[O:13][C:12](=[O:14])[N:11]([C@H:15]([C:17]3[CH:26]=[CH:25][C:20]([C:21](OC)=[O:22])=[CH:19][CH:18]=3)[CH3:16])[CH2:10][CH2:9]2)=[CH:4][CH:3]=1.[H-].[H-].[H-].[H-].[Li+].[Al+3]>C1COCC1>[F:1][C:2]1[CH:7]=[CH:6][C:5]([C@:8]2([CH2:27][CH2:28][CH2:29][OH:30])[O:13][C:12](=[O:14])[N:11]([C@H:15]([C:17]3[CH:18]=[CH:19][C:20]([CH2:21][OH:22])=[CH:25][CH:26]=3)[CH3:16])[CH2:10][CH2:9]2)=[CH:4][CH:3]=1 |f:1.2.3.4.5.6|. Reported procedure: Methyl 4-((S)-1-((R)-6-(4-fluorophenyl)-6-(3-hydroxypropyl)-2-oxo-1,3-oxazinan-3-yl)ethyl)benzoate (10 mg, 0.024 mmol) was dissolved in dry THF (4 mL) and cooled to 0° C. LiAlH4 (2 mg, excess) was added slowly. After 10 min, the mixture was warmed to rt and stirred for 2 h. LC-MS found reaction completed. The mixture was quenched with water, diluted with EtOAc (5 mL), washed with 1% aq HCl (2 mL). After concentration, the residue was purified by prep HPLC to afford (R)-6-(4-fluorophenyl)-3-((S)-... Reactants: ClCCN1C2=NC=NC(=C2N=C1)N (9-(chloroethyl)-6-amino-9H-purine), CNC(C)O (N-methylaminoethanol). Solvent: C(CCC)O (n-butanol). Yields the product NC1=C2N=CN(C2=NC=N1)CCN(C)C(C)O ([[2-(6-amino-9H-purin-9-yl) ethyl]methylamino]-ethanol). Yield: 95.9%. RXN SMILES: Cl[CH2:2][CH2:3][N:4]1[CH:12]=[N:11][C:10]2[C:5]1=[N:6][CH:7]=[N:8][C:9]=2[NH2:13].[CH3:14][NH:15][CH:16]([OH:18])[CH3:17]>C(O)CCC>[NH2:13][C:9]1[N:8]=[CH:7][N:6]=[C:5]2[C:10]=1[N:11]=[CH:12][N:4]2[CH2:3][CH2:2][N:15]([CH:16]([OH:18])[CH3:17])[CH3:14]. Procedure details: 0.6 g (3 mmol) 9-(chloroethyl)-6-amino-9H-purine (Chemistry of Heterocyclic Compounds, 1996, 32, 333–337) was dissolved in 10 ml n-butanol and treated with 0.684 g (9 mmol) of N-methylaminoethanol at 110° C. for 18 h. The solvent was evaporated under reduced pressure and the crude mixture purified by flash chromatography on silica gel with a gradient of 0 to 25% methanol in dichloromethane to yield 0.68 g (94%) of a light orange solid. MS (ISP): 237.3 (MH+). Reactants: N1=CC=CC=C1 (pyridine), BrC1=CC=C(C=C1)OC (4-bromoanisole), [Na] (sodium), FC1=C(C=CC(=C1)F)O (2,4-difluorophenol). The reagents and catalysts are [Cu] (copper), [Cu]I (copper(I) iodide). The solvent is COCCOCCOC (diethylene glycol dimethyl ether). Product: FC1=C(OC2=CC=C(C=C2)OC)C=CC(=C1)F (4-(2,4-difluorophenoxy)anisole). Reaction SMILES: [Na].[F:2][C:3]1[CH:8]=[C:7]([F:9])[CH:6]=[CH:5][C:4]=1[OH:10].N1C=CC=CC=1.Br[C:18]1[CH:23]=[CH:22][C:21]([O:24][CH3:25])=[CH:20][CH:19]=1>COCCOCCOC.[Cu].[Cu]I>[F:2][C:3]1[CH:8]=[C:7]([F:9])[CH:6]=[CH:5][C:4]=1[O:10][C:18]1[CH:23]=[CH:22][C:21]([O:24][CH3:25])=[CH:20][CH:19]=1 |^1:0|. Procedure details: To a suspension of the anhydrous sodium salt of 206 g of 2,4-difluorophenol in 400 ml of diethylene glycol dimethyl ether are added 5 g of copper powder, 5 g of copper(I) iodide, 8 ml of pyridine and 393 g of 4-bromoanisole. With stirring, the reaction mixture is heated, under nitrogen, for 17 hours to 150°-155° C. After cooling, the reaction mixture is filtered over Hyflo and the bulk of the solvent is removed by vacuum distillation. The residue is dissolved in ether and the ethereal solution i...